The task is: describe an organic reaction: reactants, conditions, products, and yield. This data is from the Open Reaction Database (ORD), a public repository of structured organic reaction records. Reactants: ClC=1C2=C(N=CN1)C(=C(N2)C)C(=O)OCC (ethyl 4-chloro-6-methyl-5H-pyrrolo[3,2-d]pyrimidine-7-carboxylate), C1(CC1)COC1=C(C=CC(=C1)OC)B1OC(C(O1)(C)C)(C)C (2-(2-cyclopropylmethoxy-4-methoxy-phenyl)-4,4,5,5-tetramethyl-[1,3,2]dioxaborolane). Product: C1(CC1)COC1=C(C=CC(=C1)OC)C=1C2=C(N=CN1)C(=C(N2)C)C(=O)OCC (Ethyl 4-(2-cyclopropylmethoxy-4-methoxy-phenyl)-6-methyl-5H-pyrrolo[3,2-d]pyrimidine-7-carboxylate). Reaction SMILES: Cl[C:2]1[C:3]2[NH:10][C:9]([CH3:11])=[C:8]([C:12]([O:14][CH2:15][CH3:16])=[O:13])[C:4]=2[N:5]=[CH:6][N:7]=1.[CH:17]1([CH2:20][O:21][C:22]2[CH:27]=[C:26]([O:28][CH3:29])[CH:25]=[CH:24][C:23]=2B2OC(C)(C)C(C)(C)O2)[CH2:19][CH2:18]1>>[CH:17]1([CH2:20][O:21][C:22]2[CH:27]=[C:26]([O:28][CH3:29])[CH:25]=[CH:24][C:23]=2[C:2]2[C:3]3[NH:10][C:9]([CH3:11])=[C:8]([C:12]([O:14][CH2:15][CH3:16])=[O:13])[C:4]=3[N:5]=[CH:6][N:7]=2)[CH2:18][CH2:19]1. Procedure details: Starting from ethyl 4-chloro-6-methyl-5H-pyrrolo[3,2-d]pyrimidine-7-carboxylate (example A4) and 2-(2-cyclopropylmethoxy-4-methoxy-phenyl)-4,4,5,5-tetramethyl-[1,3,2]dioxaborolane (example B.c6) the title compound is obtained as off-white solid. The reactants are C1(=CC=CC=C1)S(=O)[O-].[Na+] (sodium benzenesulfinate), C1(=CC=CC=C1)S(=O)[O-] (benzenesulfinate), ClCl (chlorine), C1(=CC=CC=C1)C (toluene). Run in O (water). Product: C1(=CC=CC=C1)S(=O)(=O)Cl (benzenesulfonyl chloride). Yield: 133.1%. Reaction SMILES: [C:1]1([S:7]([O-:9])=[O:8])[CH:6]=[CH:5][CH:4]=[CH:3][CH:2]=1.[Na+].C1(S([O-])=O)C=CC=CC=1.C1(C)C=CC=CC=1.[Cl:27]Cl>O>[C:1]1([S:7]([Cl:27])(=[O:9])=[O:8])[CH:6]=[CH:5][CH:4]=[CH:3][CH:2]=1 |f:0.1|. Reported procedure: A reactor was charged with 29.3 g of sodium benzenesulfinate (0.14 mole) obtained by the fourth step, and the benzenesulfinate was dissolved in 65 mL of water. Then, 105 mL of toluene was charged, and 10.3 g (0.1456 mole, 1.04 times moles) of chlorine was, little by little, blown into the reactor at a temperature of 18 to 20° C. The reaction solution was aged at the same temperature of 18 to 20° C. with stirring, and separated into an organic layer and an aqueous layer. The organic layer was was... Starting materials: C1(=CC=CC=C1)C(=O)C(O)C1=CC=CC=C1 (Benzoin), NC(=O)OCC (urethane), O (water). Solvent: CC(=O)C (Acetone). Product: C1(=CC=CC=C1)C=1NC(OC1C1=CC=CC=C1)=O (4,5-diphenyloxazolone). As a reaction SMILES: [C:1]1([C:7]([CH:9]([C:11]2[CH:16]=[CH:15][CH:14]=[CH:13][CH:12]=2)[OH:10])=O)[CH:6]=[CH:5][CH:4]=[CH:3][CH:2]=1.[NH2:17][C:18](OCC)=[O:19].O>CC(C)=O>[C:1]1([C:7]2[NH:17][C:18](=[O:19])[O:10][C:9]=2[C:11]2[CH:16]=[CH:15][CH:14]=[CH:13][CH:12]=2)[CH:6]=[CH:5][CH:4]=[CH:3][CH:2]=1. Procedure details: Benzoin (31.8 g, 0.15 mol) and urethane (42.79 g, 0.45 mol) were heated to reflux for 3.0 hours. The hot mixture was poured into water (150 mL). Acetone (150 mL) was added and heat was applied until the mixture dissolved. The solution was cooled and filtered, producing a white solid which was used in the next step without further purification. Starting materials: COCC(=O)Cl, CO, CCN(C(C)C)C(C)C, ClCCl, Nc1cc(Oc2ccc([N+](=O)[O-])c3ccccc23)ccn1, N. Yields the product COCC(=O)Nc1cc(Oc2ccc([N+](=O)[O-])c3ccccc23)ccn1. As a reaction SMILES: [CH3:31][O:32][CH2:33][C:34](=[O:35])[Cl:36].[CH3:41][OH:42].[CH:22]([N:23]([CH2:24][CH3:25])[CH:26]([CH3:27])[CH3:28])([CH3:29])[CH3:30].[Cl:38][CH2:39][Cl:40].[N+:1](=[O:2])([O-:3])[c:4]1[cH:5][cH:6][c:7]([O:14][c:15]2[cH:16][c:17]([NH2:21])[n:18][cH:19][cH:20]2)[c:8]2[cH:9][cH:10][cH:11][cH:12][c:13]12.[NH3:37]>>[N+:1](=[O:2])([O-:3])[c:4]1[cH:5][cH:6][c:7]([O:14][c:15]2[cH:16][c:17]([NH:21][C:34]([CH2:33][O:32][CH3:31])=[O:35])[n:18][cH:19][cH:20]2)[c:8]2[cH:9][cH:10][cH:11][cH:12][c:13]12. The reactants are FC(S(=O)(=O)OC1=C2C(CC(OC2=CC(=C1C(C1=CC=C(C=C1)C(F)(F)F)=O)C1CCCC1)(C)C)=O)(F)F (7-Cyclopentyl-2,2-dimethyl-4-oxo-6-[4-(trifluoromethyl)benzoyl]-3,4-dihydro-2H-chromen-5-yl trifluoromethanesulfonate), FC1=CC=C(C=C1)B(O)O (4-fluorophenylboronic acid), P(=O)([O-])([O-])[O-].[K+].[K+].[K+] (potassium phosphate). The reagents and catalysts are C=1C=CC(=CC1)[P](C=2C=CC=CC2)(C=3C=CC=CC3)[Pd]([P](C=4C=CC=CC4)(C=5C=CC=CC5)C=6C=CC=CC6)([P](C=7C=CC=CC7)(C=8C=CC=CC8)C=9C=CC=CC9)[P](C=1C=CC=CC1)(C=1C=CC=CC1)C=1C=CC=CC1 (tetrakis(triphenylphosphine)palladium(0)). Yields the product C1(CCCC1)C1=C(C(=C2C(CC(OC2=C1)(C)C)=O)C1=CC=C(C=C1)F)C(C1=CC=C(C=C1)C(F)(F)F)=O (7-Cyclopentyl-5-(4-fluorophenyl)-2,2-dimethyl-6-[4-(trifluoromethyl)benzoyl]-2,3-dihydro-4H-chromen-4-one). Reaction SMILES: FC(F)(F)S(O[C:7]1[C:16]([C:17](=[O:28])[C:18]2[CH:23]=[CH:22][C:21]([C:24]([F:27])([F:26])[F:25])=[CH:20][CH:19]=2)=[C:15]([CH:29]2[CH2:33][CH2:32][CH2:31][CH2:30]2)[CH:14]=[C:13]2[C:8]=1[C:9](=[O:36])[CH2:10][C:11]([CH3:35])([CH3:34])[O:12]2)(=O)=O.[F:39][C:40]1[CH:45]=[CH:44][C:43](B(O)O)=[CH:42][CH:41]=1.P([O-])([O-])([O-])=O.[K+].[K+].[K+]>C1C=CC([P]([Pd]([P](C2C=CC=CC=2)(C2C=CC=CC=2)C2C=CC=CC=2)([P](C2C=CC=CC=2)(C2C=CC=CC=2)C2C=CC=CC=2)[P](C2C=CC=CC=2)(C2C=CC=CC=2)C2C=CC=CC=2)(C2C=CC=CC=2)C2C=CC=CC=2)=CC=1>[CH:29]1([C:15]2[CH:14]=[C:13]3[C:8]([C:9](=[O:36])[CH2:10][C:11]([CH3:34])([CH3:35])[O:12]3)=[C:7]([C:43]3[CH:44]=[CH:45][C:40]([F:39])=[CH:41][CH:42]=3)[C:16]=2[C:17](=[O:28])[C:18]2[CH:19]=[CH:20][C:21]([C:24]([F:26])([F:27])[F:25])=[CH:22][CH:23]=2)[CH2:30][CH2:31][CH2:32][CH2:33]1 |f:2.3.4.5,^1:60,62,81,100|. Procedure: In a flask which had been dried by heating, 250 mg (0.44 mmol) of 7-cyclopentyl-2,2-dimethyl-4-oxo-6-[4-(trifluoromethyl)benzoyl]-3,4-dihydro-2H-chromen-5-yl trifluoromethanesulfonate (Example 10A), 81 mg (0.58 mmol) of 4-fluorophenylboronic acid, 160 mg (0.75 mmol) of potassium phosphate and 56 mg (0.05 mmol) of tetrakis(triphenylphosphine)palladium(0) are initially charged, and the apparatus is flushed by repeated evacuation and venting with argon. 4 ml of dioxane are then added, the apparatus...